This data is from the Open Reaction Database (ORD), a public repository of structured organic reaction records. The task is: describe an organic reaction: reactants, conditions, products, and yield Yields the product BrC1=CC=C(C=C1)S(=O)(=O)N[C@@H](C(=O)NC1=CC=C(C=C1)CC(=O)OCC)CC1=CC=CC=C1 ((R)-2-(4-bromobenzenesulfonylamino)-N-(4-(ethoxycarbonylmethyl)phenyl)-3-phenylpropanamide). Procedure details: The procedure described in Example 180 was repeated, except that (R)-2-(4-bromobenzenesulfonylamino)-3-phenylpropanoic acid (3.0 g) and ethyl 4-aminophenylacetate (1.40 g) were condensed in dichloromethane (30 ml) in the presence of N,N'-dicyclohexylcarbodiimide (1.93 g). The reaction mixture was filtered, and the filtrate was concentrated. The resulting crude product was recrystallized from ethanol to obtain (R)-2-(4-bromobenzenesulfonylamino)-N-(4-(ethoxycarbonylmethyl)phenyl)-3-phenylpropanam... Solvent: ClCCl (dichloromethane). As a reaction SMILES: [Br:1][C:2]1[CH:7]=[CH:6][C:5]([S:8]([NH:11][C@H:12]([CH2:16][C:17]2[CH:22]=[CH:21][CH:20]=[CH:19][CH:18]=2)[C:13](O)=[O:14])(=[O:10])=[O:9])=[CH:4][CH:3]=1.[NH2:23][C:24]1[CH:29]=[CH:28][C:27]([CH2:30][C:31]([O:33][CH2:34][CH3:35])=[O:32])=[CH:26][CH:25]=1.C1(N=C=NC2CCCCC2)CCCCC1>ClCCl>[Br:1][C:2]1[CH:7]=[CH:6][C:5]([S:8]([NH:11][C@H:12]([CH2:16][C:17]2[CH:18]=[CH:19][CH:20]=[CH:21][CH:22]=2)[C:13]([NH:23][C:24]2[CH:25]=[CH:26][C:27]([CH2:30][C:31]([O:33][CH2:34][CH3:35])=[O:32])=[CH:28][CH:29]=2)=[O:14])(=[O:9])=[O:10])=[CH:4][CH:3]=1. The reactants are BrC1=CC=C(C=C1)S(=O)(=O)N[C@@H](C(=O)O)CC1=CC=CC=C1 ((R)-2-(4-bromobenzenesulfonylamino)-3-phenylpropanoic acid), C1(CCCCC1)N=C=NC1CCCCC1 (N,N'-dicyclohexylcarbodiimide), NC1=CC=C(C=C1)CC(=O)OCC (ethyl 4-aminophenylacetate). Isolated yield 78.4%.